This data is from the Open Reaction Database (ORD), a public repository of structured organic reaction records. The task is: describe an organic reaction: reactants, conditions, products, and yield Reactants: O=CO, Nc1ccc(Cl)cc1C(=O)c1ccccc1. The product is O=CNc1ccc(Cl)cc1C(=O)c1ccccc1. As a reaction SMILES: [CH:17](=[O:18])[OH:19].[NH2:1][c:2]1[c:3]([C:4](=[O:5])[c:6]2[cH:7][cH:8][cH:9][cH:10][cH:11]2)[cH:12][c:13]([Cl:16])[cH:14][cH:15]1>>[NH:1]([c:2]1[c:3]([C:4](=[O:5])[c:6]2[cH:7][cH:8][cH:9][cH:10][cH:11]2)[cH:12][c:13]([Cl:16])[cH:14][cH:15]1)[CH:17]=[O:18].